Task: describe an organic reaction: reactants, conditions, products, and yield. Dataset: the Open Reaction Database (ORD), a public repository of structured organic reaction records Starting materials: CC1(C)Nc2c(cc(-c3cccc4ncccc34)c3c2CCC3)C(C)(C)C1=O, Cc1noc(C)c1-c1cc2c(c3c1CCC3)NC(C)(C)C(=O)C2(C)C. Yields the product C=C1C(C)(C)Nc2c(cc(-c3cccc4ncccc34)c3c2CCC3)C1(C)C. RXN SMILES: [CH3:1][C:2]1([CH3:28])[NH:3][c:4]2[c:5]3[c:6]([c:7](-[c:15]4[c:16]5[cH:17][cH:18][cH:19][n:20][c:21]5[cH:22][cH:23][cH:24]4)[cH:8][c:9]2[C:10]([CH3:13])([CH3:14])[C:11]1=[O:12])[CH2:25][CH2:26][CH2:27]3.[CH3:29][c:30]1[c:31](-[c:32]2[cH:33][c:34]3[c:35]([c:36]4[c:40]2[CH2:39][CH2:38][CH2:37]4)[NH:41][C:42]([CH3:43])([CH3:44])[C:45](=[O:46])[C:47]3([CH3:48])[CH3:49])[c:50]([CH3:51])[o:52][n:53]1>>[CH3:1][C:2]1([CH3:28])[NH:3][c:4]2[c:5]3[c:6]([c:7](-[c:15]4[c:16]5[cH:17][cH:18][cH:19][n:20][c:21]5[cH:22][cH:23][cH:24]4)[cH:8][c:9]2[C:10]([CH3:13])([CH3:14])[C:11]1=[CH2:29])[CH2:25][CH2:26][CH2:27]3. Reactants: BrCCBr, Oc1ccc2cc(Br)ccc2c1Br, O=C([O-])[O-], CC#N, [K+], [K+]. Product: BrCCOc1ccc2cc(Br)ccc2c1Br. RXN SMILES: [Br:14][CH2:15][CH2:16][Br:17].[Br:1][c:2]1[c:3]([OH:13])[cH:4][cH:5][c:6]2[cH:7][c:8]([Br:12])[cH:9][cH:10][c:11]12.[C:18](=[O:19])([O-:20])[O-:21].[CH3:24][C:25]#[N:26].[K+:22].[K+:23]>>[Br:1][c:2]1[c:3]([O:13][CH2:16][CH2:15][Br:14])[cH:4][cH:5][c:6]2[cH:7][c:8]([Br:12])[cH:9][cH:10][c:11]12. Reactants: CCNC(=O)Nc1ccc(-c2nc3c(c(N4CCOCC4C)n2)CNCC3)cc1, CN(C)C=O, CS(=O)(=O)Cl, CCN(C(C)C)C(C)C, Cl. Product: CCNC(=O)Nc1ccc(-c2nc3c(c(N4CCOCC4C)n2)CN(S(C)(=O)=O)CC3)cc1. RXN SMILES: [CH2:2]([CH3:3])[NH:4][C:5](=[O:6])[NH:7][c:8]1[cH:9][cH:10][c:11](-[c:14]2[n:15][c:16]([N:24]3[CH:25]([CH3:30])[CH2:26][O:27][CH2:28][CH2:29]3)[c:17]3[c:18]([n:19]2)[CH2:20][CH2:21][NH:22][CH2:23]3)[cH:12][cH:13]1.[CH3:31][N:32]([CH3:33])[CH:34]=[O:35].[CH3:45][S:46]([Cl:47])(=[O:48])=[O:49].[CH:36]([N:37]([CH2:38][CH3:39])[CH:40]([CH3:41])[CH3:42])([CH3:43])[CH3:44].[ClH:1]>>[CH2:2]([CH3:3])[NH:4][C:5](=[O:6])[NH:7][c:8]1[cH:9][cH:10][c:11](-[c:14]2[n:15][c:16]([N:24]3[CH:25]([CH3:30])[CH2:26][O:27][CH2:28][CH2:29]3)[c:17]3[c:18]([n:19]2)[CH2:20][CH2:21][N:22]([S:46]([CH3:45])(=[O:48])=[O:49])[CH2:23]3)[cH:12][cH:13]1.